Dataset: the Open Reaction Database (ORD), a public repository of structured organic reaction records. Task: describe an organic reaction: reactants, conditions, products, and yield Starting materials: NC1=CC(=C(C=C1)C(=O)N1CCN(CC1)C1=C(C=C(C=C1)C)C)C ((4-amino-2-methylphenyl)[4-(2,4-dimethylphenyl)piperazin-1-yl]methanone), ClCCCS(=O)(=O)Cl (3-chloropropane-1-sulfonyl chloride). Yields the product CC1=C(C=CC(=C1)C)N1CCN(CC1)C(=O)C1=C(C=C(C=C1)N1S(CCC1)(=O)=O)C ([4-(2,4-dimethylphenyl)piperazin-1-yl][4-(1,1-dioxo-1λ6-isothiazolidin-2-yl)-2-methylphenyl]methanone). RXN SMILES: [NH2:1][C:2]1[CH:7]=[CH:6][C:5]([C:8]([N:10]2[CH2:15][CH2:14][N:13]([C:16]3[CH:21]=[CH:20][C:19]([CH3:22])=[CH:18][C:17]=3[CH3:23])[CH2:12][CH2:11]2)=[O:9])=[C:4]([CH3:24])[CH:3]=1.Cl[CH2:26][CH2:27][CH2:28][S:29](Cl)(=[O:31])=[O:30]>>[CH3:23][C:17]1[CH:18]=[C:19]([CH3:22])[CH:20]=[CH:21][C:16]=1[N:13]1[CH2:12][CH2:11][N:10]([C:8]([C:5]2[CH:6]=[CH:7][C:2]([N:1]3[CH2:26][CH2:27][CH2:28][S:29]3(=[O:31])=[O:30])=[CH:3][C:4]=2[CH3:24])=[O:9])[CH2:15][CH2:14]1. Procedure details: Using (4-amino-2-methylphenyl)[4-(2,4-dimethylphenyl)piperazin-1-yl]methanone (833 mg) described in Preparation Example 148 and 3-chloropropane-1-sulfonyl chloride (0.42 mL) and by the reaction and treatment in the same manner as in Example 78, the title compound (624 mg) was obtained. The reactants are CN(C(CN[C@]12[C@@H]([C@H]3CC[C@@H]4[C@]5(CC=C(C([C@@H]5CC[C@]4([C@@]3(CC1)C)C)(C)C)C1=CC=C(C(=O)O)C=C1)C)[C@@H](CC2)C(=C)C)=O)C (4-((1R,3aS,5aR,5bR,7aR,11aS,11bR,13aR,13bR)-3a-(2-(dimethylamino)-2-oxoethylamino)-5a,5b,8,8,11a-pentamethyl-1-(prop-1-en-2-yl)-2,3,3a,4,5,5a,5b,6,7,7a,8,11,11a,11b,12,13,13a,13b-octadecahydro-1H-cyclopenta[a]chrysen-9-yl)benzoic acid), ClCC(=O)NC(C)C (2-chloro-N-isopropylacetamide). Product: C(C)(C)NC(CN[C@]12[C@@H]([C@H]3CC[C@@H]4[C@]5(CC=C(C([C@@H]5CC[C@]4([C@@]3(CC1)C)C)(C)C)C1=CC=C(C(=O)O)C=C1)C)[C@@H](CC2)C(=C)C)=O (4-((1R,3aS,5aR,5bR,7aR,11aS,11bR,13aR,13bR)-3a-(2-(isopropylamino)-2-oxoethylamino)-5a,5b,8,8,11a-pentamethyl-1-(prop-1-en-2-yl)-2,3,3a,4,5,5a,5b,6,7,7a,8,11,11a,11b,12,13,13a,13b-octadecahydro-1H-cyclopenta[a]chrysen-9-yl)benzoic acid), solid. Isolated yield 81.0%. RXN SMILES: CN(C)C(=O)C[NH:5][C@:6]12[CH2:40][CH2:39][C@@H:38]([C:41]([CH3:43])=[CH2:42])[C@@H:7]1[C@@H:8]1[C@@:21]([CH3:24])([CH2:22][CH2:23]2)[C@@:20]2([CH3:25])[C@@H:11]([C@:12]3([CH3:37])[C@@H:17]([CH2:18][CH2:19]2)[C:16]([CH3:27])([CH3:26])[C:15]([C:28]2[CH:36]=[CH:35][C:31]([C:32]([OH:34])=[O:33])=[CH:30][CH:29]=2)=[CH:14][CH2:13]3)[CH2:10][CH2:9]1.Cl[CH2:47][C:48]([NH:50][CH:51]([CH3:53])[CH3:52])=[O:49]>>[CH:51]([NH:50][C:48](=[O:49])[CH2:47][NH:5][C@:6]12[CH2:40][CH2:39][C@@H:38]([C:41]([CH3:43])=[CH2:42])[C@@H:7]1[C@@H:8]1[C@@:21]([CH3:24])([CH2:22][CH2:23]2)[C@@:20]2([CH3:25])[C@@H:11]([C@:12]3([CH3:37])[C@@H:17]([CH2:18][CH2:19]2)[C:16]([CH3:27])([CH3:26])[C:15]([C:28]2[CH:29]=[CH:30][C:31]([C:32]([OH:34])=[O:33])=[CH:35][CH:36]=2)=[CH:14][CH2:13]3)[CH2:10][CH2:9]1)([CH3:53])[CH3:52]. Reported procedure: The title compound was prepared following the method described above for the synthesis of 4-((1R,3aS,5aR,5bR,7aR,11aS,11bR,13aR,13bR)-3a-(2-(dimethylamino)-2-oxoethylamino)-5a,5b,8,8,11a-pentamethyl-1-(prop-1-en-2-yl)-2,3,3a,4,5,5a,5b,6,7,7a,8,11,11a,11b,12,13,13a,13b-octadecahydro-1H-cyclopenta[a]chrysen-9-yl)benzoic acid using 2-chloro-N-isopropylacetamide as the alkylating reagent in Step 1. The product was isolated as a white solid (50 mg, 81%). LCMS: m/e 629.46 (M+H)+, 2.60 min (method 10).... Run at time 1 hour. Yields the product CN1CC(C(CCC1)OC1=CC=C(C=C1)OC)C (1,3-dimethyl-4-p-methoxyphenoxy-hexahydroazepine). The reactants are CN1CC(C(CCC1)OC1=CC=C(C=C1)O)C (1,3-dimethyl-4-p-hydroxyphenoxy-hexahydroazepine), C(C)O (ethanol), [OH-].[K+] (KOH). Procedure: 23.5 g of 1,3-dimethyl-4-p-hydroxyphenoxy-hexahydroazepine are dissolved in 100 ml of absolute ethanol, 200 ml of 0.5 N ethanolic KOH are added, the reaction mixture is stirred for one hour at 20° and evaporated and the residue is taken up in 250 ml of absolute DMF. 12.6 g of dimethyl sulfate are added in portions, while stirring. The mixture is boiled for 2 hours and evaporated and the residue is worked up in the customary manner, giving 1,3-dimethyl-4-p-methoxyphenoxy-hexahydroazepine, 2 oily ... RXN SMILES: [CH3:1][N:2]1[CH2:8][CH2:7][CH2:6][CH:5]([O:9][C:10]2[CH:15]=[CH:14][C:13]([OH:16])=[CH:12][CH:11]=2)[CH:4]([CH3:17])[CH2:3]1.[OH-].[K+].[CH2:20](O)C>>[CH3:1][N:2]1[CH2:8][CH2:7][CH2:6][CH:5]([O:9][C:10]2[CH:11]=[CH:12][C:13]([O:16][CH3:20])=[CH:14][CH:15]=2)[CH:4]([CH3:17])[CH2:3]1 |f:1.2|. Starting materials: CN(C)C=O, Cc1cc2ncnn2nc1Cl, [H-], [Na+], O, CCC(CC)(CO)CS(N)(=O)=O. Yields the product CCC(CC)(COc1nn2ncnc2cc1C)CS(N)(=O)=O. RXN SMILES: [CH3:27][N:28]([CH3:29])[CH:30]=[O:31].[Cl:15][c:16]1[c:17]([CH3:25])[cH:18][c:19]2[n:20]([n:21]1)[n:22][cH:23][n:24]2.[H-:1].[Na+:2].[OH2:26].[OH:3][CH2:4][C:5]([CH2:6][S:7](=[O:8])(=[O:9])[NH2:10])([CH2:11][CH3:12])[CH2:13][CH3:14]>>[O:3]([CH2:4][C:5]([CH2:6][S:7](=[O:8])(=[O:9])[NH2:10])([CH2:11][CH3:12])[CH2:13][CH3:14])[c:16]1[c:17]([CH3:25])[cH:18][c:19]2[n:20]([n:21]1)[n:22][cH:23][n:24]2. Reactants: ClC=1C(=C(C=C2C(C(=CN(C12)C1=C(C=C(C(=C1)O)F)[N+](=O)[O-])C(=O)O)=O)F)F (8-Chloro-6,7-difluoro-1-(4-fluoro-5-hydroxy-2-nitrophenyl)-4-oxo-1,4-dihydroquinoline-3-carboxylic acid), CN (methylamine). Conditions: time 6 hour. Yields the product CN.ClC=1C(=C(C=C2C(C(=CN(C12)C1=C(C=C(C(=C1)O)F)[N+](=O)[O-])C(=O)O)=O)F)NC (8-chloro-6-fluoro-1-(4-fluoro-5-hydroxy-2-nitrophenyl)-7-methylamino-4--oxo-1,4-dihydroquinoline-3-carboxylic Acid Methylamine Salt). Yield: 145.3%. As a reaction SMILES: [Cl:1][C:2]1[C:3](F)=[C:4]([F:27])[CH:5]=[C:6]2[C:11]=1[N:10]([C:12]1[CH:17]=[C:16]([OH:18])[C:15]([F:19])=[CH:14][C:13]=1[N+:20]([O-:22])=[O:21])[CH:9]=[C:8]([C:23]([OH:25])=[O:24])[C:7]2=[O:26].[CH3:29][NH2:30]>>[CH3:9][NH2:10].[Cl:1][C:2]1[C:3]([NH:30][CH3:29])=[C:4]([F:27])[CH:5]=[C:6]2[C:11]=1[N:10]([C:12]1[CH:17]=[C:16]([OH:18])[C:15]([F:19])=[CH:14][C:13]=1[N+:20]([O-:22])=[O:21])[CH:9]=[C:8]([C:23]([OH:25])=[O:24])[C:7]2=[O:26] |f:2.3|. Procedure details: 8-Chloro-6,7-difluoro-1-(4-fluoro-5-hydroxy-2-nitrophenyl)-4-oxo-1,4-dihydroquinoline-3-carboxylic acid (150 mg) was added to an aqueous solution (about 40%; 750 mg) of methylamine, and the mixture was stirred at room temperature for 6 hours. The reaction mixture was concentrated under reduced pressure. A process of adding ethanol (2 ml) to the residue and then concentrating the mixture under reduced pressure was conducted 3 times repeatedly. Isopropyl alcohol (1.5 ml) was added to the resultant... Reactants: OC1=NN(C=C1CC(=O)OC)C (methyl (3-hydroxy-1-methyl-1H-pyrazol-4-yl)acetate), ClCC=1C=CC(=NC1)OCC=1N=C(SC1C)C1=CC=CC=C1 (5-chloromethyl-2-(5-methyl-2-phenyl-4-thiazolylmethoxy)pyridine), C([O-])([O-])=O.[K+].[K+] (potassium carbonate), CN(C=O)C (N,N-dimethylformamide). Run in O (water). Reaction conditions: temperature 60 celsius, time 5 hour. Yields the product CN1N=C(C(=C1)CC(=O)OC)OCC=1C=NC(=CC1)OCC=1N=C(SC1C)C1=CC=CC=C1 (methyl [1-methyl-3-[6-(5-methyl-2-phenyl-4-thiazolylmethoxy)-3-pyridylmethoxy]-1H-pyrazol-4-yl]acetate). The yield is 72.0%. Reaction SMILES: [OH:1][C:2]1[C:6]([CH2:7][C:8]([O:10][CH3:11])=[O:9])=[CH:5][N:4]([CH3:12])[N:3]=1.Cl[CH2:14][C:15]1[CH:16]=[CH:17][C:18]([O:21][CH2:22][C:23]2[N:24]=[C:25]([C:29]3[CH:34]=[CH:33][CH:32]=[CH:31][CH:30]=3)[S:26][C:27]=2[CH3:28])=[N:19][CH:20]=1.C(=O)([O-])[O-].[K+].[K+].CN(C)C=O>O>[CH3:12][N:4]1[CH:5]=[C:6]([CH2:7][C:8]([O:10][CH3:11])=[O:9])[C:2]([O:1][CH2:14][C:15]2[CH:20]=[N:19][C:18]([O:21][CH2:22][C:23]3[N:24]=[C:25]([C:29]4[CH:34]=[CH:33][CH:32]=[CH:31][CH:30]=4)[S:26][C:27]=3[CH3:28])=[CH:17][CH:16]=2)=[N:3]1 |f:2.3.4|. Procedure: A mixture of methyl (3-hydroxy-1-methyl-1H-pyrazol-4-yl)acetate (255 mg), 5-chloromethyl-2-(5-methyl-2-phenyl-4-thiazolylmethoxy)pyridine (496 mg), potassium carbonate (415 mg) and N,N-dimethylformamide (10 ml) was stirred at 60° C. for 5 hrs. The reaction mixture was poured into water and the mixture was extracted with ethyl acetate. The ethyl acetate layer was washed with saturated brine, dried (MgSO4) and concentrated. The residue was subjected to silica gel column. chromatography, and methyl...